This data is from the Open Reaction Database (ORD), a public repository of structured organic reaction records. The task is: describe an organic reaction: reactants, conditions, products, and yield Reactants: FC1=C(C=C(C=C1)C1=CC(CC(C1CO)(C)C)O[Si](C)(C)C(C)(C)C)C (1-(4-Fluoro-3-methylphenyl)-3-(t-butyldimethylsilyloxy)-5,5-dimethyl-6-hydroxymethylcyclohexene). The solvent is CS(=O)C (DMSO). Product: FC1=C(C=C(C=C1)C=1C(C(CC(C1)O[Si](C)(C)C(C)(C)C)(C)C)C=O)C (2-(4-Fluoro-3-methylphenyl)-4-(t-butyldimethylsilyloxy)-6.6-dimethylcyclohex-2-en-1-carboxaldehyde). Isolated yield 49.9%. As a reaction SMILES: [F:1][C:2]1[CH:7]=[CH:6][C:5]([C:8]2[CH:13]([CH2:14][OH:15])[C:12]([CH3:17])([CH3:16])[CH2:11][CH:10]([O:18][Si:19]([C:22]([CH3:25])([CH3:24])[CH3:23])([CH3:21])[CH3:20])[CH:9]=2)=[CH:4][C:3]=1[CH3:26]>CS(C)=O>[F:1][C:2]1[CH:7]=[CH:6][C:5]([C:8]2[CH:13]([CH:14]=[O:15])[C:12]([CH3:17])([CH3:16])[CH2:11][CH:10]([O:18][Si:19]([C:22]([CH3:23])([CH3:24])[CH3:25])([CH3:20])[CH3:21])[CH:9]=2)=[CH:4][C:3]=1[CH3:26]. Reported procedure: In a manner similiar to Scheme I, 16 (43.5 g, 0.115 mol) was treated with sulfur trioxide pyridine complex (56.0 g, 0.345 mol) in anhydrous DMSO and workup provided 21.6 g of brown oil which was taken forward without additional purification. The reactants are CN(C1CNCC1)C (3-dimethylamino-pyrrolidine), C1(CC1)C1=CC=C(C(=N1)C(=O)NC1=C(C(=O)O)C=CN=C1)NC=1C=NC=NC1 (3-{[6-cyclopropyl-3-(pyrimidin-5-ylamino)-pyridine-2-carbonyl]-amino}-isonicotinic acid). Yields the product C1(CC1)C1=CC=C(C(=N1)C(O)=NC=1C=NC=CC1C(=O)N1CC(CC1)N(C)C)NC=1C=NC=NC1 (6-Cyclopropyl-N-[4-(3-dimethylamino-pyrrolidine-1-carbonyl)-pyridin-3-yl]-3-(pyrimidin-5-ylamino)-pyridine-2-carboximidic acid). Isolated yield 13.0%. RXN SMILES: [CH3:1][N:2]([CH3:8])[CH:3]1[CH2:7][CH2:6][NH:5][CH2:4]1.[CH:9]1([C:12]2[N:17]=[C:16]([C:18]([NH:20][C:21]3[CH:29]=[N:28][CH:27]=[CH:26][C:22]=3[C:23](O)=[O:24])=[O:19])[C:15]([NH:30][C:31]3[CH:32]=[N:33][CH:34]=[N:35][CH:36]=3)=[CH:14][CH:13]=2)[CH2:11][CH2:10]1>>[CH:9]1([C:12]2[N:17]=[C:16]([C:18](=[N:20][C:21]3[CH:29]=[N:28][CH:27]=[CH:26][C:22]=3[C:23]([N:5]3[CH2:6][CH2:7][CH:3]([N:2]([CH3:8])[CH3:1])[CH2:4]3)=[O:24])[OH:19])[C:15]([NH:30][C:31]3[CH:32]=[N:33][CH:34]=[N:35][CH:36]=3)=[CH:14][CH:13]=2)[CH2:11][CH2:10]1. Reported procedure: According to the general method described above (step 3), reaction of 3-dimethylamino-pyrrolidine with 3-{[6-cyclopropyl-3-(pyrimidin-5-ylamino)-pyridine-2-carbonyl]-amino}-isonicotinic acid provided the title compound (13%) as sticky yellow solid Reactants: COC(COC1=C2CCCC2=C(C=C1)SCC1=CC(=NO1)C1=CC=C(C=C1)C(F)(F)F)=O ({7-[3-(4-Trifluoromethyl-phenyl)-isoxazol-5-ylmethylsulfanyl]-indan-4-yloxy}-acetic acid methyl ester), C(=O)(C(F)(F)F)O (TFA), [K+].[Br-] (KBr). Solvent: C(C)#N.O (acetonitrile water). The product is FC(C1=CC=C(C=C1)C1=NOC(=C1)CSC=1C=CC(=C2CCCC12)OCC(=O)O)(F)F ({7-[3-(4-Trifluoromethyl-phenyl)-isoxazol-5-ylmethylsulfanyl]-indan-4-yloxy}-acetic acid). RXN SMILES: C[O:2][C:3](=[O:32])[CH2:4][O:5][C:6]1[CH:14]=[CH:13][C:12]([S:15][CH2:16][C:17]2[O:21][N:20]=[C:19]([C:22]3[CH:27]=[CH:26][C:25]([C:28]([F:31])([F:30])[F:29])=[CH:24][CH:23]=3)[CH:18]=2)=[C:11]2[C:7]=1[CH2:8][CH2:9][CH2:10]2.C(O)(C(F)(F)F)=O.[K+].[Br-]>C(#N)C.O>[F:31][C:28]([F:29])([F:30])[C:25]1[CH:26]=[CH:27][C:22]([C:19]2[CH:18]=[C:17]([CH2:16][S:15][C:12]3[CH:13]=[CH:14][C:6]([O:5][CH2:4][C:3]([OH:32])=[O:2])=[C:7]4[C:11]=3[CH2:10][CH2:9][CH2:8]4)[O:21][N:20]=2)=[CH:23][CH:24]=1 |f:2.3,4.5|. Procedure details: The title compound was prepared in the manner analogous to Example 1 using 89A. mp 166-168° C.; HPLC: area %=96.95, r.t.=3.140 min, γ=214 nm, mobile phase=acetonitrile/water w/0.10% TFA. IR (KBr) cm−1: 3140, 3085, 1742, 1322, 1255, 1109; 400 MHz 1H NMR (DMSO-d6): δ 12.96 (br(s), 1H), 7.99 (d, 2H, J=8.3 Hz), 7.81 (d, 2H, J=8.3 Hz), 7.14 (d, 1H, J=8.4 Hz), 6.81 (s, 1H), 6.61 (d, 1H, J=8.4 Hz), 4.63 (s, 2H), 4.23 (s, 2H), 2.76 (t, 4H, J=7.5 Hz), 1.91 (pentet, 2H); MS m/z 450 (M+1). Anal. Calc'd for... Reactants: [N+](=O)([O-])C1=C(C(O)=CC(=C1)[N+](=O)[O-])O (3,5-dinitrocatechol), C(C1=CC=CC=C1)(=O)Cl (benzoylchloride). Solvent: petroleum ether. Run at time 4 hour. Product: C(C1=CC=CC=C1)(=O)OC1=C(C(=CC(=C1)[N+](=O)[O-])[N+](=O)[O-])O (2-Benzoyloxy-4,6-dinitrophenol). RXN SMILES: [N+:1]([C:4]1[CH:10]=[C:9]([N+:11]([O-:13])=[O:12])[CH:8]=[C:6]([OH:7])[C:5]=1[OH:14])([O-:3])=[O:2].[C:15](Cl)(=[O:22])[C:16]1[CH:21]=[CH:20][CH:19]=[CH:18][CH:17]=1>>[C:15]([O:7][C:6]1[CH:8]=[C:9]([N+:11]([O-:13])=[O:12])[CH:10]=[C:4]([N+:1]([O-:3])=[O:2])[C:5]=1[OH:14])(=[O:22])[C:16]1[CH:21]=[CH:20][CH:19]=[CH:18][CH:17]=1. Procedure details: A mixture containing 2.0 g of 3,5-dinitrocatechol in 5 ml of benzoylchloride was cooked for 4 hours in 100° C. When cooled petroleum ether (b.p. 40° C.) was added and the product was filtered and washed with petroleum ether. The raw product was crystallized from ethanol. Yield 2.5 g (82%), m.p. 150°-152° C. The reactants are C(C)(=O)OC(C)=O (acetic anhydride), NC1=NC2=C(C=CC=C2C=C1)OC (2-amino-8-methoxyquinoline), CC=1OC=2C(=NC=3C(=CC=CC3C2)OC)N1 (2-methyl-5-methoxyoxazolo[4,5-b]quinoline), S(=O)(=O)(OC)C1=CC=C(C)C=C1 (methyl tosylate). Run in N1=CC=CC=C1 (pyridine). Reaction conditions: time 8 hour. Yields the product NC1=NC2=C(C=CC=C2C=C1O)OC (2-Amino-3-hydroxy-8-methoxyquinoline), S(=O)(=O)([O-])C1=CC=C(C)C=C1.CC1OC=2C(N(C=3C(=CC=CC3C2)OC)C)=[NH+]1 (2,4-dimethyl-5-methoxyoxazolo[4,5-b]quinolinium tosylate). RXN SMILES: N[C:2]1C=CC2C(=C(OC)C=CC=2)N=1.C(OC(=O)C)(=O)C.[CH3:21][C:22]1[O:23][C:24]2[C:25]([N:36]=1)=[N:26][C:27]1[C:28]([O:34][CH3:35])=[CH:29][CH:30]=[CH:31][C:32]=1[CH:33]=2.[S:37]([C:42]1[CH:48]=[CH:47][C:45]([CH3:46])=[CH:44][CH:43]=1)([O:40]C)(=[O:39])=[O:38]>N1C=CC=CC=1>[NH2:36][C:25]1[C:24]([OH:23])=[CH:33][C:32]2[C:27](=[C:28]([O:34][CH3:35])[CH:29]=[CH:30][CH:31]=2)[N:26]=1.[S:37]([C:42]1[CH:48]=[CH:47][C:45]([CH3:46])=[CH:44][CH:43]=1)([O-:40])(=[O:39])=[O:38].[CH3:21][CH:22]1[NH+:36]=[C:25]2[N:26]([CH3:2])[C:27]3[C:28]([O:34][CH3:35])=[CH:29][CH:30]=[CH:31][C:32]=3[CH:33]=[C:24]2[O:23]1 |f:6.7|. Reported procedure: 2-Amino-3-hydroxy-8-methoxyquinoline is prepared according to M. Y. Chu-Moyer (as above) starting from 2-amino-8-methoxyquinoline. This compound is treated with 3 equivalents of acetic anhydride in pyridine, and the reaction mixture is heated from room temperature to 120° C. and stirred overnight. The 2-methyl-5-methoxyoxazolo[4,5-b]quinoline thus generated is then heated with 3 equivalents of methyl tosylate at 70° C. for 8 hours to give the desired product. Reaction conditions: temperature 25 celsius, time 2 hour. Reactants: O=C(O)C(c1ccccc1)c1ccccc1, C1CCNC1. Reaction SMILES: C1CCNC1.O=C(O)C(c1ccccc1)c1ccccc1.[B-](F)(F)(F)F.CN(C)C(=[N+](C)C)ON1C(=O)CCC1=O.CCN(C(C)C)C(C)C.CN(C)C=O>>O=C(C(c1ccccc1)c1ccccc1)N1CCCC1. The reagents and catalysts are [B-](F)(F)(F)F.CN(C)C(=[N+](C)C)ON1C(=O)CCC1=O (TSTU), CCN(C(C)C)C(C)C (DIPEA). Run in CN(C)C=O (DMF), CN(C)C=O (DMF), CN(C)C=O (DMF), CN(C)C=O (DMF), CN(C)C=O (DMF), CN(C)C=O (DMF). Product: O=C(C(c1ccccc1)c1ccccc1)N1CCCC1. The yield is 87.6%.